This data is from the Open Reaction Database (ORD), a public repository of structured organic reaction records. The task is: describe an organic reaction: reactants, conditions, products, and yield Reactants: C(C)OC(=O)C1=CC=2C[C@@H]3[C@H](C2N1)C3 ((1aR,5aR)-1a,2,5,5a-tetrahydro-1H-2-aza-cyclopropa[α]pentalene-3-carboxylic acid ethyl ester), [OH-].[Li+] (lithium hydroxide), CO (methanol). Solvent: C1CCOC1 (THF). The product is C1[C@@H]2[C@H]1CC=1C=C(NC21)C(=O)O ((1aR,5aR)-1a,2,5,5a-tetrahydro-1H-2-aza-cyclopropa[α]pentalene-3-carboxylic acid). RXN SMILES: C([O:3][C:4]([C:6]1[NH:13][C:12]2[C@@H:11]3[CH2:14][C@@H:10]3[CH2:9][C:8]=2[CH:7]=1)=[O:5])C.[OH-].[Li+].CO>C1COCC1>[CH2:14]1[C@@H:10]2[CH2:9][C:8]3[CH:7]=[C:6]([C:4]([OH:5])=[O:3])[NH:13][C:12]=3[C@H:11]12 |f:1.2|. Reported procedure: The title compound was synthesized from (1aR,5aR)-1a,2,5,5a-tetrahydro-1H-2-aza-cyclopropa[α]pentalene-3-carboxylic acid ethyl ester (115 mg, 0.6 mmol) and lithium hydroxide (252 mg, 6.0 mmol in 5 mL water) according to General Procedure 7. A 1:1 mixture of methanol (MeOH) and THF (10 mL) was used. The resulting product was purified by chromatography eluting with heptane-EtOAc, gradient 0 to 50% EtOAc. 27 mg. 1H NMR (400 MHz, CHLOROFORM-d) δ ppm 0.31-0.39 (m, 1H), 1.06-1.16 (m, 1H), 2.04-2.19 (m... The reactants are Cl (HCl), COC([C@H](CNC(=O)C=1SC=CC1)NC(=O)C=1SC(=CC1CC)C(NCC1=C2C=NNC2=CC=C1)=O)=O ((S)-2-({3-Ethyl-5-[(1H-indazol-4-ylmethyl)-carbamoyl]-thiophene-2-carbonyl}-amino)-3-[(thiophene-2-carbonyl)-amino]-propionic acid methyl ester), O.[OH-].[Li+] (lithium hydroxide monohydrate). Solvent: C1CCOC1 (THF), O (water). Reaction conditions: time 2 day. Yields the product C(C)C1=C(SC(=C1)C(NCC1=C2C=NNC2=CC=C1)=O)C(=O)N[C@H](C(=O)O)CNC(=O)C=1SC=CC1 ((S)-2-({3-Ethyl-5-[(1H-indazol-4-ylmethyl)-carbamoyl]-thiophene-2-carbonyl}-amino)-3-[(thiophene-2-carbonyl)-amino]-propionic acid). As a reaction SMILES: C[O:2][C:3](=[O:37])[C@@H:4]([NH:14][C:15]([C:17]1[S:18][C:19]([C:24](=[O:36])[NH:25][CH2:26][C:27]2[CH:35]=[CH:34][CH:33]=[C:32]3[C:28]=2[CH:29]=[N:30][NH:31]3)=[CH:20][C:21]=1[CH2:22][CH3:23])=[O:16])[CH2:5][NH:6][C:7]([C:9]1[S:10][CH:11]=[CH:12][CH:13]=1)=[O:8].O.[OH-].[Li+].Cl>C1COCC1.O>[CH2:22]([C:21]1[CH:20]=[C:19]([C:24](=[O:36])[NH:25][CH2:26][C:27]2[CH:35]=[CH:34][CH:33]=[C:32]3[C:28]=2[CH:29]=[N:30][NH:31]3)[S:18][C:17]=1[C:15]([NH:14][C@@H:4]([CH2:5][NH:6][C:7]([C:9]1[S:10][CH:11]=[CH:12][CH:13]=1)=[O:8])[C:3]([OH:37])=[O:2])=[O:16])[CH3:23] |f:1.2.3|. Reported procedure: To a solution of (S)-2-({3-Ethyl-5-[(1H-indazol-4-ylmethyl)-carbamoyl]-thiophene-2-carbonyl}-amino)-3-[(thiophene-2-carbonyl)-amino]-propionic acid methyl ester (28.0 mg, 0.052 mmol) in THF (4 mL) was added a solution of lithium hydroxide monohydrate (22 mg, 2.0 mmol) in water (5 mL). The mixture was then stirred at room temperature 2 d. The mixture was then acidified with 1N HCl and extracted with EtOAc (×3). The extracts were combined, washed with water and brine, dried over sodium sulfate, fi... Starting materials: O=C([O-])[O-], CCOC(=O)C(C)(C)OC(=O)Oc1ccc([N+](=O)[O-])cc1, Cl, [K+], [K+], NC1CCC(C(=O)OCc2ccccc2)CC1, CN(C)C=O, O. Yields the product CC1(C)OC(=O)N(C2CCC(C(=O)OCc3ccccc3)CC2)C1=O. Reaction SMILES: [C:40](=[O:41])([O-:42])[O-:43].[CH3:1][C:2]([C:3](=[O:4])[O:19][CH2:20][CH3:21])([CH3:8])[O:9][C:10]([O:5][c:6]1[cH:7][cH:12][c:13]([N+:14]([O-:15])=[O:16])[cH:17][cH:18]1)=[O:11].[ClH:22].[K+:44].[K+:45].[NH2:23][CH:24]1[CH2:25][CH2:26][CH:27]([C:30](=[O:31])[O:32][CH2:33][c:34]2[cH:35][cH:36][cH:37][cH:38][cH:39]2)[CH2:28][CH2:29]1.[O:46]=[CH:47][N:48]([CH3:49])[CH3:50].[OH2:51]>>[CH3:1][C:2]1([CH3:8])[C:3](=[O:4])[N:23]([CH:24]2[CH2:25][CH2:26][CH:27]([C:30](=[O:31])[O:32][CH2:33][c:34]3[cH:35][cH:36][cH:37][cH:38][cH:39]3)[CH2:28][CH2:29]2)[C:10](=[O:11])[O:9]1. The reactants are solution, C[Si]([N-][Si](C)(C)C)(C)C.[Li+] (lithium hexamethyldisilazide), [Cl-].[NH4+] (ammonium chloride), C(C)(C)(C)OC(=O)[C@@]1(CN(C(C1)=O)[C@H](C)C1=CC=CC=C1)C=C ((3R)-5-oxo-1-[(1R)-1-phenylethyl]-3-vinylpyrrolidine-3-carboxylic acid tert-butyl ester), C(C=C)Br (allyl bromide). Run in O1CCCC1 (tetrahydrofuran), O1CCCC1 (tetrahydrofuran). Run at time 1.5 hour. Product: C(C)(C)(C)OC(=O)[C@@]1(CN(C([C@H]1CC=C)=O)[C@H](C)C1=CC=CC=C1)C=C ((3S,4S)-4-Allyl-5-oxo-1-[(1R)-1-phenylethyl]-3-vinylpyrrolidine-3-carboxylic acid tert-butyl ester). Isolated yield 50.6%. RXN SMILES: [C:1]([O:5][C:6]([C@@:8]1([CH:22]=[CH2:23])[CH2:12][C:11](=[O:13])[N:10]([C@@H:14]([C:16]2[CH:21]=[CH:20][CH:19]=[CH:18][CH:17]=2)[CH3:15])[CH2:9]1)=[O:7])([CH3:4])([CH3:3])[CH3:2].[CH2:24](Br)[CH:25]=[CH2:26].C[Si](C)(C)[N-][Si](C)(C)C.[Li+].[Cl-].[NH4+]>O1CCCC1>[C:1]([O:5][C:6]([C@@:8]1([CH:22]=[CH2:23])[C@H:12]([CH2:26][CH:25]=[CH2:24])[C:11](=[O:13])[N:10]([C@@H:14]([C:16]2[CH:17]=[CH:18][CH:19]=[CH:20][CH:21]=2)[CH3:15])[CH2:9]1)=[O:7])([CH3:4])([CH3:2])[CH3:3] |f:2.3,4.5|. Reported procedure: (3R)-5-oxo-1-[(1R)-1-phenylethyl]-3-vinylpyrrolidine-3-carboxylic acid tert-butyl ester (236.0 mg, 0.75 mmol) and allyl bromide (271.6 mg, 2.24 mmol) were dissolved in tetrahydrofuran. A 1 M solution of lithium hexamethyldisilazide in tetrahydrofuran (1.12 mL, 1.12 mmol) was added dropwise in a nitrogen atmosphere at 0° C. After stirring for 1.5 hours, a saturated ammonium chloride solution was added, followed by extraction with ethyl acetate. The organic layer was washed with water and brine, d... Starting materials: N1CCC(CC1)NC(=O)C1=CNC2=C1N=CN=C2C2=C(C=CC=1OCOC12)OCCOC (4-[5-(2-methoxy-ethoxy)-benzo[1,3]dioxol-4-yl]-5H-pyrrolo[3,2-d]pyrimidine-7-carboxylic acid piperidin-4-ylamide), C(C)(=O)Cl (acetyl chloride). The product is C(C)(=O)N1CCC(CC1)NC(=O)C1=CNC2=C1N=CN=C2C2=C(C=CC=1OCOC12)OCCOC (4-[5-(2-Methoxy-ethoxy)-benzo[1,3]dioxol-4-yl]-5H-pyrrolo[3,2-d]pyrimidine-7-carboxylic acid (1-acetyl-piperidin-4-yl)-amide). As a reaction SMILES: [NH:1]1[CH2:6][CH2:5][CH:4]([NH:7][C:8]([C:10]2[C:14]3[N:15]=[CH:16][N:17]=[C:18]([C:19]4[C:27]5[O:26][CH2:25][O:24][C:23]=5[CH:22]=[CH:21][C:20]=4[O:28][CH2:29][CH2:30][O:31][CH3:32])[C:13]=3[NH:12][CH:11]=2)=[O:9])[CH2:3][CH2:2]1.[C:33](Cl)(=[O:35])[CH3:34]>>[C:33]([N:1]1[CH2:2][CH2:3][CH:4]([NH:7][C:8]([C:10]2[C:14]3[N:15]=[CH:16][N:17]=[C:18]([C:19]4[C:27]5[O:26][CH2:25][O:24][C:23]=5[CH:22]=[CH:21][C:20]=4[O:28][CH2:29][CH2:30][O:31][CH3:32])[C:13]=3[NH:12][CH:11]=2)=[O:9])[CH2:5][CH2:6]1)(=[O:35])[CH3:34]. Procedure: Starting from 4-[5-(2-methoxy-ethoxy)-benzo[1,3]dioxol-4-yl]-5H-pyrrolo[3,2-d]pyrimidine-7-carboxylic acid piperidin-4-ylamide (example A187) and acetyl chloride the title compound was obtained as colorless solid. Reactants: C([O-])([O-])=O.[K+].[K+] (potassium carbonate), BrC1=CC=C(C(C=O)=C1)O (5-Bromosalicylaldehyde), S(=O)(=O)(OC)OC (dimethyl sulfate). Run in CC(=O)C (acetone). The product is BrC=1C(=CC=C(C=O)C1)OC (5-Bromo anisaldehyde). Reaction SMILES: [Br:1][C:2]1[CH:9]=[C:6]([CH:7]=[O:8])[C:5](O)=[CH:4][CH:3]=1.[C:11](=O)([O-])[O-:12].[K+].[K+].S(OC)(OC)(=O)=O>CC(C)=O>[Br:1][C:2]1[C:3]([O:12][CH3:11])=[CH:4][CH:5]=[C:6]([CH:9]=1)[CH:7]=[O:8] |f:1.2.3|. Procedure details: 5-Bromosalicylaldehyde (25 g, 124 mmol) was dissolved in acetone (300 ml) and anhydrous potassium carbonate (17.2 g, 124 mmol) was added. The mixture was heated and dimethyl sulfate (15.7 g, 124 mmol) was dropwise added over 45 min with gentle reflux. After the dropwise addition, the mixture was refluxed for 1 hr and cooled. Acetone was evaporated under reduced pressure. Toluene and water were added to the residue and the toluene layer was separated. The aqueous layer was extracted with toluene.... Starting materials: BrC1=C(C=C(C=C1)O)F (4-bromo-3-fluorophenol), CC1=CC=C(C=C1)S(=O)(=O)OC1CCC1 (cyclobutyl 4-methyl-benzenesulfonate), C([O-])([O-])=O.[Cs+].[Cs+] (cesium carbonate). Run in CS(=O)C (DMSO), O (water), CCOC(=O)C (EtOAc). Run at temperature 60 celsius. Product: BrC1=C(C=C(C=C1)OC1CCC1)F (1-bromo-4-cyclobutoxy-2-fluorobenzene). RXN SMILES: [Br:1][C:2]1[CH:7]=[CH:6][C:5]([OH:8])=[CH:4][C:3]=1[F:9].CC1C=CC(S(O[CH:21]2[CH2:24][CH2:23][CH2:22]2)(=O)=O)=CC=1.C(=O)([O-])[O-].[Cs+].[Cs+]>CS(C)=O.O.CCOC(C)=O>[Br:1][C:2]1[CH:7]=[CH:6][C:5]([O:8][CH:21]2[CH2:24][CH2:23][CH2:22]2)=[CH:4][C:3]=1[F:9] |f:2.3.4|. Procedure details: 4-bromo-3-fluorophenol (315 mg, 1.648 mmol), cyclobutyl 4-methyl-benzenesulfonate (373 mg, 1.648 mmol), and cesium carbonate (1074 mg, 3.30 mmol) were dissolved in DMSO (1648 μl) and heated to 60° C. overnight. The reaction mixture was diluted with water and EtOAc. The aqueous phase was extracted with EtOAc (×2) and the combined extracts were washed with brine, dried over Na2SO4, filtered and concentrated. The resulting residue was purified by column chromatography on a Biotage™ 50 g column by e... The reactants are Cl, CCOC(=O)C(C)=Cc1ccccc1N, [Na+], C1CCOC1, [OH-]. The product is CC(=Cc1ccccc1N)C(=O)O. RXN SMILES: [ClH:18].[NH2:1][c:2]1[c:3]([CH:8]=[C:9]([C:10](=[O:11])[O:12][CH2:13][CH3:14])[CH3:15])[cH:4][cH:5][cH:6][cH:7]1.[Na+:17].[O:19]1[CH2:20][CH2:21][CH2:22][CH2:23]1.[OH-:16]>>[NH2:1][c:2]1[c:3]([CH:8]=[C:9]([C:10](=[O:11])[OH:12])[CH3:15])[cH:4][cH:5][cH:6][cH:7]1.